From a dataset of the Open Reaction Database (ORD), a public repository of structured organic reaction records. describe an organic reaction: reactants, conditions, products, and yield The reactants are NC1=NNC(=C1C#N)N1CCN(CC1)CC1=CC=CC=C1 (3-Amino-5-(4-phenylmethyl-1-piperazinyl)-4-pyrazolecarbonitrile), CN(C=CC(=O)C1=CC=NC=C1)C (3-dimethylamino-1-(4-pyridyl)-2-propen-1-one). Run in C(C)(=O)O (acetic acid). Product: C1(=CC=CC=C1)CN1CCN(CC1)C1=NN2C(N=CC=C2C2=CC=NC=C2)=C1C#N (2-(4-Phenylmethyl-1-piperazinyl)-7-(4-pyridyl)pyrazolo[1,5-a]pyrimidine-3-carbonitrile). Isolated yield 53.7%. Reaction SMILES: [NH2:1][C:2]1[C:6]([C:7]#[N:8])=[C:5]([N:9]2[CH2:14][CH2:13][N:12]([CH2:15][C:16]3[CH:21]=[CH:20][CH:19]=[CH:18][CH:17]=3)[CH2:11][CH2:10]2)[NH:4][N:3]=1.CN(C)[CH:24]=[CH:25][C:26]([C:28]1[CH:33]=[CH:32][N:31]=[CH:30][CH:29]=1)=O>C(O)(=O)C>[C:16]1([CH2:15][N:12]2[CH2:13][CH2:14][N:9]([C:5]3[C:6]([C:7]#[N:8])=[C:2]4[N:1]=[CH:24][CH:25]=[C:26]([C:28]5[CH:33]=[CH:32][N:31]=[CH:30][CH:29]=5)[N:3]4[N:4]=3)[CH2:10][CH2:11]2)[CH:21]=[CH:20][CH:19]=[CH:18][CH:17]=1. Reported procedure: A mixture of 2.2 g of 3-amino-5-(4-phenylmethyl-1-piperazinyl)-4-pyrazolecarbonitrile (Example 1) and 1.37 g of 3-dimethylamino-1-(4-pyridyl)-2-propen-1-one U.S. Pat. No. 4,281,000, Example 63) in 25 ml of glacial acetic acid was refluxed for 6 hours. The solution was taken to dryness in vacuo. The residue was partitioned between saturated sodium bicarbonate and dichloromethane (1:2). The dichloromethane layer was separated, dried over anhydrous sodium sulfate and filtered through a short column... The reactants are COC([C@@H](NC(=O)OC(C)(C)C)CC(C)C)=O (t-Butoxycarbonyl-L-leucine methyl ester), [H-].C(C(C)C)[Al+]CC(C)C (diisobutylaluminium hydride). The product is C(C)(C)(C)OC(=O)NC(C=O)CC(C)C (2-t-butoxycarbonylamino-4-methyl-valeraldehyde). As a reaction SMILES: C[O:2][C:3](=O)[C@H:4]([CH2:13][CH:14]([CH3:16])[CH3:15])[NH:5][C:6]([O:8][C:9]([CH3:12])([CH3:11])[CH3:10])=[O:7].[H-].C([Al+]CC(C)C)C(C)C>>[C:9]([O:8][C:6]([NH:5][CH:4]([CH2:13][CH:14]([CH3:16])[CH3:15])[CH:3]=[O:2])=[O:7])([CH3:12])([CH3:11])[CH3:10] |f:1.2|. Reported procedure: t-Butoxycarbonyl-L-leucine methyl ester was reduced with diisobutylaluminium hydride in an analogous manner to that described in Example 1 to give 2-t-butoxycarbonylamino-4-methyl-valeraldehyde, which was used directly in the next step without further purification. The reactants are CN(C)c1cc(C(O)CS(C)(=O)=O)cc(N(C)C)c1N1CCCCC1, CS(C)=O, N#CCCNc1ccccc1. Yields the product CN(C)c1cc(CC(C#N)=CNc2ccccc2)cc(N(C)C)c1N1CCCCC1. RXN SMILES: [CH3:1][N:2]([c:3]1[cH:4][c:5]([CH:6]([OH:7])[CH2:8][S:9]([CH3:10])(=[O:11])=[O:12])[cH:13][c:14]([N:22]([CH3:23])[CH3:24])[c:15]1[N:16]1[CH2:17][CH2:18][CH2:19][CH2:20][CH2:21]1)[CH3:25].[CH3:37][S:38]([CH3:39])=[O:40].[NH:26]([c:27]1[cH:28][cH:29][cH:30][cH:31][cH:32]1)[CH2:33][CH2:34][C:35]#[N:36]>>[CH3:1][N:2]([c:3]1[cH:4][c:5]([CH2:6][C:34](=[CH:33][NH:26][c:27]2[cH:28][cH:29][cH:30][cH:31][cH:32]2)[C:35]#[N:36])[cH:13][c:14]([N:22]([CH3:23])[CH3:24])[c:15]1[N:16]1[CH2:17][CH2:18][CH2:19][CH2:20][CH2:21]1)[CH3:25]. Reactants: NC1=CC=C(C=N1)C=O (6-amino-pyridine-3-carboxaldehyde), C(C)OC(C(CBr)=O)=O (3-bromo-2-oxo-propionic acid ethyl ester). Solvent: C(C)O (ethanol). Run at time 18 hour. Product: C(C)OC(=O)C=1N=C2N(C=C(C=C2)C=O)C1 (6-formyl-imidazo[1,2-a]pyridine-2-carboxylic acid ethyl ester). Reaction SMILES: [NH2:1][C:2]1[N:7]=[CH:6][C:5]([CH:8]=[O:9])=[CH:4][CH:3]=1.[CH2:10]([O:12][C:13](=[O:18])[C:14](=O)[CH2:15]Br)[CH3:11]>C(O)C>[CH2:10]([O:12][C:13]([C:14]1[N:1]=[C:2]2[CH:3]=[CH:4][C:5]([CH:8]=[O:9])=[CH:6][N:7]2[CH:15]=1)=[O:18])[CH3:11]. Reported procedure: An ethanol solution (8.0 ml) containing the compound (318 mg) obtained in Example 30-1 was added with 3-bromo-2-oxo-propionic acid ethyl ester (0.33 ml) and the whole was stirred at room temperature for 18 hours. The solvent was distilled off. The residue was purified through silica gel column chromatography (chloroform/methanol), thereby obtaining the subject compound (230 mg) as a yellow solid.